From a dataset of the Open Reaction Database (ORD), a public repository of structured organic reaction records. describe an organic reaction: reactants, conditions, products, and yield Starting materials: CCOC(C)=O, CS(C)=O, Clc1ccccn1, CC(C)(C)OC(=O)NC1CCNCC1. The product is CC(C)(C)OC(=O)NC1CCN(c2ccccn2)CC1. Reaction SMILES: [CH3:22][CH2:23][O:24][C:25]([CH3:26])=[O:27].[CH3:28][S:29]([CH3:30])=[O:31].[Cl:1][c:2]1[cH:3][cH:4][cH:5][cH:6][n:7]1.[NH:8]1[CH2:9][CH2:10][CH:11]([NH:14][C:15]([O:16][C:17]([CH3:18])([CH3:19])[CH3:20])=[O:21])[CH2:12][CH2:13]1>>[c:2]1([N:8]2[CH2:9][CH2:10][CH:11]([NH:14][C:15]([O:16][C:17]([CH3:18])([CH3:19])[CH3:20])=[O:21])[CH2:12][CH2:13]2)[cH:3][cH:4][cH:5][cH:6][n:7]1. Reactants: CC(C)(C)OC(=O)N(c1ccc(C=CC(=O)O)cn1)C1CCN(Cc2ccc(C(=O)c3ccccc3)cc2)C1, CCN=C=NCCCN(C)C, CN(C)C=O, Cl, Cl, [Na+], O=C([O-])O, NOC1CCCCO1, O, On1nnc2ccccc21. Product: CC(C)(C)OC(=O)N(c1ccc(C=CC(=O)NOC2CCCCO2)cn1)C1CCN(Cc2ccc(C(=O)c3ccccc3)cc2)C1. RXN SMILES: [C:3]([c:4]1[cH:5][cH:6][cH:7][cH:8][cH:9]1)(=[O:10])[c:11]1[cH:12][cH:13][c:14]([CH2:15][N:16]2[CH2:17][CH:18]([N:21]([c:22]3[cH:23][cH:24][c:25]([CH:28]=[CH:29][C:30](=[O:31])[OH:32])[cH:26][n:27]3)[C:33](=[O:34])[O:35][C:36]([CH3:37])([CH3:38])[CH3:39])[CH2:19][CH2:20]2)[cH:40][cH:41]1.[CH3:60][N:61]([CH3:62])[CH2:63][CH2:64][CH2:65][N:66]=[C:67]=[N:68][CH2:69][CH3:70].[CH3:76][N:77]([CH3:78])[CH:79]=[O:80].[ClH:1].[ClH:2].[Na+:75].[O-:71][C:72]([OH:73])=[O:74].[O:42]1[CH:43]([O:48][NH2:49])[CH2:44][CH2:45][CH2:46][CH2:47]1.[OH2:81].[OH:50][n:51]1[c:52]2[cH:53][cH:54][cH:55][cH:56][c:57]2[n:58][n:59]1>>[C:3]([c:4]1[cH:5][cH:6][cH:7][cH:8][cH:9]1)(=[O:10])[c:11]1[cH:12][cH:13][c:14]([CH2:15][N:16]2[CH2:17][CH:18]([N:21]([c:22]3[cH:23][cH:24][c:25]([CH:28]=[CH:29][C:30](=[O:31])[NH:49][O:48][CH:43]4[O:42][CH2:47][CH2:46][CH2:45][CH2:44]4)[cH:26][n:27]3)[C:33](=[O:34])[O:35][C:36]([CH3:37])([CH3:38])[CH3:39])[CH2:19][CH2:20]2)[cH:40][cH:41]1.